Task: describe an organic reaction: reactants, conditions, products, and yield. Dataset: the Open Reaction Database (ORD), a public repository of structured organic reaction records Reactants: CN1CCN(c2ccc(NC=C3C(=O)NC(=O)c4ccc(Br)cc43)cc2)CC1, CC(C)(C)P(C(C)(C)C)C(C)(C)C, O=C([O-])[O-], ClC(Cl)Cl, [Cs+], [Cs+], OB(O)c1ccc(OC(F)(F)F)cc1, O=C(C=Cc1ccccc1)C=Cc1ccccc1, O=C(C=Cc1ccccc1)C=Cc1ccccc1, O=C(C=Cc1ccccc1)C=Cc1ccccc1, [Pd], [Pd]. The product is CN1CCN(c2ccc(NC=C3C(=O)NC(=O)c4ccc(-c5ccc(OC(F)(F)F)cc5)cc43)cc2)CC1. RXN SMILES: [Br:1][c:2]1[cH:3][c:4]2[c:9]([cH:10][cH:11]1)[C:8](=[O:12])[NH:7][C:6](=[O:13])[C:5]2=[CH:14][NH:15][c:16]1[cH:17][cH:18][c:19]([N:22]2[CH2:23][CH2:24][N:25]([CH3:28])[CH2:26][CH2:27]2)[cH:20][cH:21]1.[C:43]([P:44]([C:45]([CH3:46])([CH3:47])[CH3:48])[C:49]([CH3:50])([CH3:51])[CH3:52])([CH3:53])([CH3:54])[CH3:55].[C:56](=[O:57])([O-:58])[O-:59].[CH:62]([Cl:63])([Cl:64])[Cl:65].[Cs+:60].[Cs+:61].[F:29][C:30]([O:31][c:32]1[cH:33][cH:34][c:35]([B:38]([OH:39])[OH:40])[cH:36][cH:37]1)([F:41])[F:42].[O:104]=[C:105]([CH:106]=[CH:107][c:108]1[cH:109][cH:110][cH:111][cH:112][cH:113]1)[CH:114]=[CH:115][c:116]1[cH:117][cH:118][cH:119][cH:120][cH:121]1.[O:68]=[C:69]([CH:70]=[CH:71][c:72]1[cH:73][cH:74][cH:75][cH:76][cH:77]1)[CH:78]=[CH:79][c:80]1[cH:81][cH:82][cH:83][cH:84][cH:85]1.[O:86]=[C:87]([CH:88]=[CH:89][c:90]1[cH:91][cH:92][cH:93][cH:94][cH:95]1)[CH:96]=[CH:97][c:98]1[cH:99][cH:100][cH:101][cH:102][cH:103]1.[Pd:66].[Pd:67]>>[c:2]1(-[c:35]2[cH:34][cH:33][c:32]([O:31][C:30]([F:29])([F:41])[F:42])[cH:37][cH:36]2)[cH:3][c:4]2[c:9]([cH:10][cH:11]1)[C:8](=[O:12])[NH:7][C:6](=[O:13])[C:5]2=[CH:14][NH:15][c:16]1[cH:17][cH:18][c:19]([N:22]2[CH2:23][CH2:24][N:25]([CH3:28])[CH2:26][CH2:27]2)[cH:20][cH:21]1.